Dataset: the Open Reaction Database (ORD), a public repository of structured organic reaction records. Task: describe an organic reaction: reactants, conditions, products, and yield The reactants are N1(CCCCC1)C1=C(C=CC=C1)C(CCC)N (1-(2-piperidino-phenyl)-1-butylamine), C(C)OC=1C=C(C=CC1C)CC(=O)O (3-ethoxy-4-methyl-phenylacetic acid). Yields the product C(C)OC1=C(C=CC(=C1)CC(=O)NC(CCC)C1=C(C=CC=C1)N1CCCCC1)C (2-Ethoxy-4-[N-{1-(2-piperidino-phenyl)-1-butyl}aminocarbonylmethyl]-toluene). As a reaction SMILES: [N:1]1([C:7]2[CH:12]=[CH:11][CH:10]=[CH:9][C:8]=2[CH:13]([NH2:17])[CH2:14][CH2:15][CH3:16])[CH2:6][CH2:5][CH2:4][CH2:3][CH2:2]1.[CH2:18]([O:20][C:21]1[CH:22]=[C:23]([CH2:28][C:29](O)=[O:30])[CH:24]=[CH:25][C:26]=1[CH3:27])[CH3:19]>>[CH2:18]([O:20][C:21]1[CH:22]=[C:23]([CH2:28][C:29]([NH:17][CH:13]([C:8]2[CH:9]=[CH:10][CH:11]=[CH:12][C:7]=2[N:1]2[CH2:6][CH2:5][CH2:4][CH2:3][CH2:2]2)[CH2:14][CH2:15][CH3:16])=[O:30])[CH:24]=[CH:25][C:26]=1[CH3:27])[CH3:19]. Reported procedure: Prepared from 1-(2-piperidino-phenyl)-1-butylamine and 3-ethoxy-4-methyl-phenylacetic acid. Reactants: ClC1=CC=C(C=C1)N(C=1SC(=C(N1)C(=O)O)C)C(C1=C(C=C(C=C1)Cl)Cl)=O (2-[(4-Chloro-phenyl)-(2,4-dichloro-benzoyl)-amino]-5-methyl-thiazole-4-carboxylic acid), amine hydrochlorides, ClC1=C(C(=O)N(C=2SC(=C(N2)C(=O)O)C)C2=CC(=C(C=C2)OC)OC)C=CC(=C1)Cl (2-[(2,4-Dichloro-benzoyl)-(3,4-dimethoxy-phenyl)-amino]-5-methyl-thiazole-4-carboxylic acid), amines. The solvent is CCN(CC)CC (NEt3). The product is ClC1=C(C(=O)N(C=2SC(=C(N2)C(=O)N2CCCC2)C)C2=CC(=C(C=C2)OC)OC)C=CC(=C1)Cl (2,4-Dichloro-N-(3,4-dimethoxy-phenyl)-N-[5-methyl-4-(pyrrolidine-1-carbonyl)-thiazol-2-yl]-benzamide). RXN SMILES: ClC1C=CC([N:8]([C:18](=O)[C:19]2[CH:24]=[CH:23]C(Cl)=CC=2Cl)C2SC(C)=C(C(O)=O)N=2)=CC=1.[Cl:28][C:29]1[CH:56]=[C:55]([Cl:57])[CH:54]=[CH:53][C:30]=1[C:31]([N:33]([C:43]1[CH:48]=[CH:47][C:46]([O:49][CH3:50])=[C:45]([O:51][CH3:52])[CH:44]=1)[C:34]1[S:35][C:36]([CH3:42])=[C:37]([C:39](O)=[O:40])[N:38]=1)=[O:32]>CCN(CC)CC>[Cl:28][C:29]1[CH:56]=[C:55]([Cl:57])[CH:54]=[CH:53][C:30]=1[C:31]([N:33]([C:43]1[CH:48]=[CH:47][C:46]([O:49][CH3:50])=[C:45]([O:51][CH3:52])[CH:44]=1)[C:34]1[S:35][C:36]([CH3:42])=[C:37]([C:39]([N:8]2[CH2:18][CH2:19][CH2:24][CH2:23]2)=[O:40])[N:38]=1)=[O:32]. Procedure: According to the procedure described fort he synthesis of Example 96 further derivatives have been synthesised from 2-[(4-Chloro-phenyl)-(2,4-dichloro-benzoyl)-amino]-5-methyl-thiazole-4-carboxylic acid or 2-[(2,4-Dichloro-benzoyl)-(3,4-dimethoxy-phenyl)-amino]-5-methyl-thiazole-4-carboxylic acid and various commercially available amines and comprise Examples 97-Example 124 below. In cases of Example 102 and 118 additionally 2 eq. NEt3 were added to the reaction mixture as amine hydrochlorides w... Starting materials: C(C1CO1)OC1=CC=CC=C1 (Phenyl glycidyl ether), NCCNC1=NC2=CC=CC=C2N=C1C (2-(2-aminoethylamino)-3-methylquinoxaline), O (water). Solvent: CN(C=O)C (dimethylformamide). Run at temperature 40 celsius. Product: O(C1=CC=CC=C1)CC(CNCCNC1=NC2=CC=CC=C2N=C1C)O (1-Phenoxy-3-[2-(3-methylquinoxalin-2-ylamino)-ethylamino]-propan-2-ol). RXN SMILES: [CH2:1]([O:5][C:6]1[CH:11]=[CH:10][CH:9]=[CH:8][CH:7]=1)[CH:2]1[O:4][CH2:3]1.[NH2:12][CH2:13][CH2:14][NH:15][C:16]1[C:25]([CH3:26])=[N:24][C:23]2[C:18](=[CH:19][CH:20]=[CH:21][CH:22]=2)[N:17]=1.O>CN(C)C=O>[O:5]([CH2:1][CH:2]([OH:4])[CH2:3][NH:12][CH2:13][CH2:14][NH:15][C:16]1[C:25]([CH3:26])=[N:24][C:23]2[C:18](=[CH:19][CH:20]=[CH:21][CH:22]=2)[N:17]=1)[C:6]1[CH:11]=[CH:10][CH:9]=[CH:8][CH:7]=1. Procedure details: 5.6 g. Phenyl glycidyl ether and 15 g. 2-(2-aminoethylamino)-3-methylquinoxaline are dissolved in a little dimethylformamide and warmed to 40° C. for 32 hours. The reaction mixture is then poured into water, extracted with methylene chloride, dried and purified chromatographically on silica gel in the manner described in Example 25. There are obtained 4.2 g. (33% of theory) of the desired product in the form of a viscous oil.